From a dataset of the Open Reaction Database (ORD), a public repository of structured organic reaction records. describe an organic reaction: reactants, conditions, products, and yield Starting materials: C[Si](C)(C)CCOCCl, CCOC(C)=O, [H-], Ic1nc[nH]c1I, [Na+], CN(C)C=O, O. Product: C[Si](C)(C)CCOCn1cnc(I)c1I. As a reaction SMILES: [CH3:10][Si:11]([CH2:12][CH2:13][O:14][CH2:15][Cl:16])([CH3:17])[CH3:18].[CH3:25][CH2:26][O:27][C:28]([CH3:29])=[O:30].[H-:8].[I:1][c:2]1[n:3][cH:4][nH:5][c:6]1[I:7].[Na+:9].[O:20]=[CH:21][N:22]([CH3:23])[CH3:24].[OH2:19]>>[I:1][c:2]1[n:3][cH:4][n:5]([CH2:15][O:14][CH2:13][CH2:12][Si:11]([CH3:10])([CH3:17])[CH3:18])[c:6]1[I:7].